Dataset: the Open Reaction Database (ORD), a public repository of structured organic reaction records. Task: describe an organic reaction: reactants, conditions, products, and yield Starting materials: [OH-].[Na+] (sodium hydroxide), Cl (hydrogen chloride), CN(C)CCCOC1=C(C=C(C=C1)OCCCC)CC=C (N,N-dimethyl-3-(2-allyl-4-butoxyphenoxy)propylamine), OO (hydrogen peroxide). Run in C(C)O (Ethanol), O1CCCC1 (tetrahydrofuran), CCOCC (ether). Reaction conditions: temperature 0 celsius, time 3 hour. The product is CN(C)CCCOC1=C(C=C(C=C1)OCCCC)CCCO (N,N-dimethyl-3-[4-butoxy-2-(3-hydroxypropyl)phenoxy]propylamine). As a reaction SMILES: [CH3:1][N:2]([CH2:4][CH2:5][CH2:6][O:7][C:8]1[CH:13]=[CH:12][C:11]([O:14][CH2:15][CH2:16][CH2:17][CH3:18])=[CH:10][C:9]=1[CH2:19][CH:20]=[CH2:21])[CH3:3].[OH-:22].[Na+].OO.Cl>O1CCCC1.CCOCC.C(O)C>[CH3:1][N:2]([CH2:4][CH2:5][CH2:6][O:7][C:8]1[CH:13]=[CH:12][C:11]([O:14][CH2:15][CH2:16][CH2:17][CH3:18])=[CH:10][C:9]=1[CH2:19][CH2:20][CH2:21][OH:22])[CH3:3] |f:1.2|. Procedure details: A solution of N,N-dimethyl-3-(2-allyl-4-butoxyphenoxy)propylamine (1.8 g) in tetrahydrofuran (3 ml) was added dropwise over a period of 3 minutes to a solution of borane tetrahydrofuran complex (1M, 12.4 ml) at a temperature of 0° C. and under an atmosphere of argon. The reaction mixture was stirred at 0° C. for 3 hours. Ethanol (10 ml) was added to the reaction mixture, followed by aqueous 6N aqueous sodium hydroxide and hydrogen peroxide solution (30%, 12 ml). The mixture was then heated at 50... Starting materials: CC(=O)O, CCOC(C)=O, NC(=O)c1ccc(C2=NOC(c3cc(Cl)cc(Cl)c3)(C(F)(F)F)C2)cc1[N+](=O)[O-], [Fe], O. The product is NC(=O)c1ccc(C2=NOC(c3cc(Cl)cc(Cl)c3)(C(F)(F)F)C2)cc1N. RXN SMILES: [CH3:1][C:2](=[O:3])[OH:4].[CH3:35][CH2:36][O:37][C:38](=[O:39])[CH3:40].[Cl:5][c:6]1[cH:7][c:8]([C:13]2([C:30]([F:31])([F:32])[F:33])[CH2:14][C:15]([c:18]3[cH:19][c:20]([N+:27]([O-:28])=[O:29])[c:21]([C:22](=[O:23])[NH2:24])[cH:25][cH:26]3)=[N:16][O:17]2)[cH:9][c:10]([Cl:12])[cH:11]1.[Fe:41].[OH2:34]>>[Cl:5][c:6]1[cH:7][c:8]([C:13]2([C:30]([F:31])([F:32])[F:33])[CH2:14][C:15]([c:18]3[cH:19][c:20]([NH2:27])[c:21]([C:22](=[O:23])[NH2:24])[cH:25][cH:26]3)=[N:16][O:17]2)[cH:9][c:10]([Cl:12])[cH:11]1. The reactants are C([O-])(O)=O.[Na+] (sodium bicarbonate), ClC1=C(C(=NC=N1)NC[C@H](NC(=O)OCC1=CC=CC=C1)C(=O)OC(C)(C)C)C ((1,1-dimethylethyl) 3-[(6-chloro-5-methyl-4-pyrimidinyl)amino]-N-[(phenylmethoxy) carbonyl]alaninate), N1CCC(CC1)C(=O)OC (methyl 4-piperidinylcarboxylate), C(C)(=O)OCC (ethyl acetate). Solvent: O (water). Product: COC(=O)C1CCN(CC1)C1=C(C(=NC=N1)NC[C@H](NC(=O)OCC1=CC=CC=C1)C(=O)OC(C)(C)C)C ((1,1-dimethylethyl) 3-[[6-[4-(methoxycarbonyl)-1-piperidinyl]-5-methyl-4-pyrimidinyl]amino]-N-[(phenylmethoxy)carbonyl]alaninate). The yield is 25.0%. RXN SMILES: Cl[C:2]1[N:7]=[CH:6][N:5]=[C:4]([NH:8][CH2:9][C@@H:10]([C:22]([O:24][C:25]([CH3:28])([CH3:27])[CH3:26])=[O:23])[NH:11][C:12]([O:14][CH2:15][C:16]2[CH:21]=[CH:20][CH:19]=[CH:18][CH:17]=2)=[O:13])[C:3]=1[CH3:29].[NH:30]1[CH2:35][CH2:34][CH:33]([C:36]([O:38][CH3:39])=[O:37])[CH2:32][CH2:31]1.C(OCC)(=O)C.C(=O)(O)[O-].[Na+]>O>[CH3:39][O:38][C:36]([CH:33]1[CH2:34][CH2:35][N:30]([C:2]2[N:7]=[CH:6][N:5]=[C:4]([NH:8][CH2:9][C@@H:10]([C:22]([O:24][C:25]([CH3:28])([CH3:27])[CH3:26])=[O:23])[NH:11][C:12]([O:14][CH2:15][C:16]3[CH:21]=[CH:20][CH:19]=[CH:18][CH:17]=3)=[O:13])[C:3]=2[CH3:29])[CH2:31][CH2:32]1)=[O:37] |f:3.4|. Procedure: A mixture of 80 mg (0.19 mmoles) of (1,1-dimethylethyl) 3-[(6-chloro-5-methyl-4-pyrimidinyl)amino]-N-[(phenylmethoxy) carbonyl]alaninate and 3 ml of methyl 4-piperidinylcarboxylate is heated under reflux for 3 hours. After cooling down the reaction medium is taken up in water, ethyl acetate and a saturated solution of sodium bicarbonate. The organic phase is separated and the aqueous phase reextracted with ethyl acetate. The combined organic phases are dried over magnesium sulphate then the solv... The reactants are NC1=C2C(N(C=N1)[C@H]1O[C@H]([C@H]([C@@H]1O)O)CO)=NC(=C2C(=O)N)Br (4-amino-6-bromo-1-((2S,3S,4S,5S)-3,4-dihydroxy-5-(hydroxymethyl)tetrahydrofuran-2-yl)-1H-pyrrolo[2,3-d]pyrimidine-5-carboxamide), Isobutyryl anhydride. Run in N1=CC=CC=C1 (pyridine). Reaction conditions: temperature -40 celsius, time 6 hour. Yields the product C(C(C)C)(=O)OC[C@@H]1O[C@@H]([C@@H]([C@H]1O)O)N1C=NC(=C2C1=NC(=C2C(N)=O)Br)N (((2S,3R,4R,5S)-5-(4-amino-6-bromo-5-carbamoyl-1H-pyrrolo[2,3-d]pyrimidin-1-yl)-3,4-dihydroxy-tetrahydrofuran-2-yl)methyl isobutyrate). Isolated yield 81.0%. As a reaction SMILES: [NH2:1][C:2]1[N:7]=[CH:6][N:5]([C@@H:8]2[C@@H:12]([OH:13])[C@H:11]([OH:14])[C@H:10]([CH2:15][OH:16])[O:9]2)[C:4]2=[N:17][C:18]([Br:23])=[C:19]([C:20]([NH2:22])=[O:21])[C:3]=12>N1C=CC=CC=1>[C:20]([O:16][CH2:15][C@H:10]1[C@H:11]([OH:14])[C@@H:12]([OH:13])[C@@H:8]([N:5]2[C:4]3=[N:17][C:18]([Br:23])=[C:19]([C:20](=[O:21])[NH2:22])[C:3]3=[C:2]([NH2:1])[N:7]=[CH:6]2)[O:9]1)(=[O:21])[CH:19]([CH3:3])[CH3:18]. Reported procedure: The compound of formula 1a (452 mg, 1.16 mmol) obtained in step 3 of Example 1 was dissolved in pyridine (5.8 mL) and then temperature was lowered to −40° C. Isobutyryl anhydride (193 μl, 1.16 mmol) was added to the above solution slowly by using a syringe pump for 1 hour. The reaction mixture was stirred at −40° C. for 6 hours and then the temperature was raised to room temperature, followed by extraction with water (20 mL) and ethyl acetate (20 mL) three times. The ethyl acetate extract was wa... The reactants are CC1(C)SCCNC1C(=O)O, O=CO, Cl. The product is CN1CCSC(C)(C)C1C(=O)O. As a reaction SMILES: [CH3:1][C:2]1([CH3:11])[S:3][CH2:4][CH2:5][NH:6][CH:7]1[C:8](=[O:9])[OH:10].[CH:13]([OH:14])=[O:15].[ClH:12]>>[CH3:1][C:2]1([CH3:11])[S:3][CH2:4][CH2:5][N:6]([CH3:13])[CH:7]1[C:8](=[O:9])[OH:10]. The reactants are IC1=CC=C(C(=N1)N)[N+](=O)[O-] (6-Iodo-3-nitro-pyridin-2-ylamine), [NH4+].[Cl-] (NH4Cl). The reagents and catalysts are [Fe] (iron). Run in C(C)O.O (EtOH-H2O). The product is IC1=CC=C(C(=N1)N)N (6-Iodo-pyridine-2,3-diamine). RXN SMILES: [I:1][C:2]1[N:7]=[C:6]([NH2:8])[C:5]([N+:9]([O-])=O)=[CH:4][CH:3]=1.[NH4+].[Cl-]>[Fe].C(O)C.O>[I:1][C:2]1[N:7]=[C:6]([NH2:8])[C:5]([NH2:9])=[CH:4][CH:3]=1 |f:1.2,4.5|. Procedure details: To a solution of 5-2 (2.0 g, 7.55 mmol) and NH4Cl (0.202 g, 3.78 mmol) in 2:1 EtOH-H2O (37.8 mL) at 90° C. was added iron powder (2.11 g, 37.8 mmol) in three equal portions over ten minutes. The reaction turned very dark in color. After sixty minutes the hot mixture was filtered through Celite then concentrated. The residue was partitioned between EtOAc and saturated NaHCO3 solution. The organic phase was washed with sat. NaHCO3 solution and brine, then dried with MgSO4 and concentrated to yield...